From a dataset of the Open Reaction Database (ORD), a public repository of structured organic reaction records. describe an organic reaction: reactants, conditions, products, and yield Reactants: C(C)(=O)N1CC2=C(CC1)N(N=C2C=2C=C(C#N)C=CC2)[C@H]2[C@@H](CC1=C(C=C(C=C21)F)Br)O (3-[5-acetyl-1-((1R,2R)-4-bromo-6-fluoro-2-hydroxy-indan-1-yl)-4,5,6,7-tetrahydro-1H-pyrazolo[4,3-c]pyridin-3-yl]-benzonitrile), C[Sn](C)(C)C (tetramethyltin). The reagents and catalysts are C=1C=CC(=CC1)[P](C=2C=CC=CC2)(C=3C=CC=CC3)[Pd]([P](C=4C=CC=CC4)(C=5C=CC=CC5)C=6C=CC=CC6)([P](C=7C=CC=CC7)(C=8C=CC=CC8)C=9C=CC=CC9)[P](C=1C=CC=CC1)(C=1C=CC=CC1)C=1C=CC=CC1 (tetrakis(triphenylphosphine)palladium(0)). Run in CN(C=O)C (N,N-dimethylformamide). Run at temperature 110 celsius, time 18 hour. The product is C(C)(=O)N1CC2=C(CC1)N(N=C2C=2C=C(C#N)C=CC2)[C@H]2[C@@H](CC1=C(C=C(C=C21)F)C)O (3-[5-Acetyl-1-((1R,2R)-6-fluoro-2-hydroxy-4-methyl-indan-1-yl)-4,5,6,7-tetrahydro-1H-pyrazolo[4,3-c]pyridin-3-yl]-benzonitrile). Yield: 53.4%. RXN SMILES: [C:1]([N:4]1[CH2:9][CH2:8][C:7]2[N:10]([C@@H:21]3[C:29]4[C:24](=[C:25](Br)[CH:26]=[C:27]([F:30])[CH:28]=4)[CH2:23][C@H:22]3[OH:32])[N:11]=[C:12]([C:13]3[CH:14]=[C:15]([CH:18]=[CH:19][CH:20]=3)[C:16]#[N:17])[C:6]=2[CH2:5]1)(=[O:3])[CH3:2].[CH3:33][Sn](C)(C)C>CN(C)C=O.C1C=CC([P]([Pd]([P](C2C=CC=CC=2)(C2C=CC=CC=2)C2C=CC=CC=2)([P](C2C=CC=CC=2)(C2C=CC=CC=2)C2C=CC=CC=2)[P](C2C=CC=CC=2)(C2C=CC=CC=2)C2C=CC=CC=2)(C2C=CC=CC=2)C2C=CC=CC=2)=CC=1>[C:1]([N:4]1[CH2:9][CH2:8][C:7]2[N:10]([C@@H:21]3[C:29]4[C:24](=[C:25]([CH3:33])[CH:26]=[C:27]([F:30])[CH:28]=4)[CH2:23][C@H:22]3[OH:32])[N:11]=[C:12]([C:13]3[CH:14]=[C:15]([CH:18]=[CH:19][CH:20]=3)[C:16]#[N:17])[C:6]=2[CH2:5]1)(=[O:3])[CH3:2] |^1:46,48,67,86|. Procedure: According to Scheme 13: A mixture of 3-[5-acetyl-1-((1R,2R)-4-bromo-6-fluoro-2-hydroxy-indan-1-yl)-4,5,6,7-tetrahydro-1H-pyrazolo[4,3-c]pyridin-3-yl]-benzonitrile (11d) (0.05 g, 0.10 mmol), tetramethyltin (101 mg, 0.566 mmol) and tetrakis(triphenylphosphine)palladium(0) (6 mg, 0.005 mmol) in N,N-dimethylformamide (2 ml) was stirred at 110° C. for 18 h. The mixture was purified by reverse phase HPLC (CH3CN/water gradient with 0.1% trifluoroacetic acid) to give 23 mg of 3-[5-acetyl-1-((1R,2R)-6-fl... The reactants are O=C([O-])[O-], CC(=O)OC1CCC2(C)C(CCC3C2CCC2(C)C3CCC2C(C)(O)C#N)C1, CC(=O)OC1CCC2(C)C(CCC3C2CCC2(C)C(C(C)=O)CCC32)C1, C1CCCCC1, [Ca+2]. Yields the product CC(=O)OC1CCC2(C)C(CCC3C2CCC2(C)C(C(C)=O)CCC32)C1, CC(=O)OC1CCC2(C)C(CCC3C2CCC2(CC#N)C(C(C)=O)CCC32)C1. Reaction SMILES: [C:1](=[O:2])([O-:3])[O-:4].[C:32]([CH3:33])(=[O:34])[O:35][CH:36]1[CH2:37][CH:38]2[CH2:39][CH2:40][CH:41]3[CH:42]4[CH2:43][CH2:44][CH:45]([C:46]([CH3:47])([C:48]#[N:49])[OH:50])[C:51]4([CH3:59])[CH2:52][CH2:53][CH:54]3[C:55]2([CH3:58])[CH2:56][CH2:57]1.[C:6]([CH3:7])(=[O:8])[O:9][CH:10]1[CH2:11][CH:12]2[CH2:13][CH2:14][CH:15]3[CH:16]4[CH2:17][CH2:18][CH:19]([C:20]([CH3:21])=[O:22])[C:23]4([CH3:31])[CH2:24][CH2:25][CH:26]3[C:27]2([CH3:30])[CH2:28][CH2:29]1.[CH2:60]1[CH2:61][CH2:62][CH2:63][CH2:64][CH2:65]1.[Ca+2:5]>>[C:32]([CH3:33])(=[O:34])[O:35][CH:36]1[CH2:37][CH:38]2[CH2:39][CH2:40][CH:41]3[CH:42]4[CH2:43][CH2:44][CH:45]([C:46]([CH3:47])=[O:50])[C:51]4([CH3:59])[CH2:52][CH2:53][CH:54]3[C:55]2([CH3:58])[CH2:56][CH2:57]1.[C:6]([CH3:7])(=[O:8])[O:9][CH:10]1[CH2:11][CH:12]2[CH2:13][CH2:14][CH:15]3[CH:16]4[CH2:17][CH2:18][CH:19]([C:20]([CH3:21])=[O:22])[C:23]4([CH2:31][C:48]#[N:49])[CH2:24][CH2:25][CH:26]3[C:27]2([CH3:30])[CH2:28][CH2:29]1. The reactants are OC[C@H](C1=CC=CC=C1)N[C@@H](C(=O)O)C1(CC1)C ((R)-2-((S)-2-hydroxy-1-phenylethylamino)-2-(1-methylcyclopropyl)acetic acid), Cl (HCl). Reagents/catalysts: [Pd] (Pd/C). Solvent: CO (MeOH), CO (MeOH). Reaction conditions: time 8 hour. Yields the product Cl.N[C@@H](C(=O)O)C1(CC1)C ((R)-2-amino-2-(1-methylcyclopropyl)acetic acid hydrochloride). As a reaction SMILES: OC[C@@H]([NH:10][C@H:11]([C:15]1([CH3:18])[CH2:17][CH2:16]1)[C:12]([OH:14])=[O:13])C1C=CC=CC=1.[ClH:19]>CO.[Pd]>[ClH:19].[NH2:10][C@H:11]([C:15]1([CH3:18])[CH2:17][CH2:16]1)[C:12]([OH:14])=[O:13] |f:4.5|. Procedure: (R)-2-((S)-2-hydroxy-1-phenylethylamino)-2-(1-methylcyclopropyl)acetic acid (1.0 g, 4.0 mmol) was suspended in MeOH (50 mL). Added 1.0 M HCl in MeOH (4.0 mL, 4.0 mmol) and all solids dissolved to provide a colorless solution. Added 10% Pd/C (100 mg) and stirred under H2 balloon overnight. The reaction mixture was filtered over Celite, rinsing with MeOH. The filtrate was concentrated to a sticky white solid (1.0 g). Trituration with Et2O afforded 700 mg of (R)-2-amino-2-(1-methylcyclopropyl)aceti... Reactants: CC(CC(=O)Cl)C (3-methylbutanoyl chloride), N1CC(CCC1)CO (piperidin-3-ylmethanol), [OH-].[Na+] (NaOH). Run in C1CCOC1 (THF), CCOCC (Et2O), O (water), O (water). Run at time 15 minute. Product: OCC1CN(CCC1)C(CC(C)C)=O (1-(3-(hydroxymethyl)piperidin-1-yl)-3-methylbutan-1-one). The yield is 94.0%. RXN SMILES: [NH:1]1[CH2:6][CH2:5][CH2:4][CH:3]([CH2:7][OH:8])[CH2:2]1.[OH-].[Na+].[CH3:11][CH:12]([CH3:17])[CH2:13][C:14](Cl)=[O:15]>O.C1COCC1.CCOCC>[OH:8][CH2:7][CH:3]1[CH2:4][CH2:5][CH2:6][N:1]([C:14](=[O:15])[CH2:13][CH:12]([CH3:17])[CH3:11])[CH2:2]1 |f:1.2|. Procedure: To a solution of piperidin-3-ylmethanol (10 g, 86.83 mmol) in water (25 mL), was added a solution of NaOH (13.89 g, 347.31 mmol) in water (25 mL) dropwise at 0° C. The mixture was stirred for 15 minutes, after which time, a solution of 3-methylbutanoyl chloride (20.94 g, 173.66 mmol) in THF (25 mL) was added dropwise with vigorous stirring. The reaction was slowly warmed to room temperature and, upon completion was diluted with Et2O (500 mL) was added with vigorous stirring. After 15 minutes, th... Reactants: CC1(OC2=CC=C(C=C2C=C1)C#N)C (2,2-dimethyl-2H-chromene-6-carbonitrile), C(C)O (ethanol), N (ammonia). The reagents and catalysts are [Ni] (nickel). The solvent is CO (methanol). Conditions: temperature 60 celsius. The product is NCC=1C=C2C=CC(OC2=CC1)(C)C (6-Aminomethyl-2,2-dimethyl-2H-chromene). The yield is 97.9%. Reaction SMILES: [CH3:1][C:2]1([CH3:14])[CH:11]=[CH:10][C:9]2[C:4](=[CH:5][CH:6]=[C:7]([C:12]#[N:13])[CH:8]=2)[O:3]1.C(O)C.N>CO.[Ni]>[NH2:13][CH2:12][C:7]1[CH:8]=[C:9]2[C:4](=[CH:5][CH:6]=1)[O:3][C:2]([CH3:14])([CH3:1])[CH:11]=[CH:10]2. Procedure: Add 2,2-dimethyl-2H-chromene-6-carbonitrile (1.5 g, 8.1 mmol) and ethanol wet Raney® activated nickel (0.4 g) to a Parr pressure vessel. Immediately add 7N ammonia in methanol (170 mL) and seal the vessel. Purge the reaction vessel with nitrogen, pressurize the reaction mixture with hydrogen (3400 KPa), seal the vessel, agitate the reaction and heat to 60° C. for 20 h. Turn off the heat and allow the reaction mixture to cool to ambient temperature. Vent the excess hydrogen from the vessel and pu... Starting materials: Brc1ccc(Br)cc1, C=CCN(C)CCCC(C)=CCCC(C)=CC=O, C1CCOC1, CCCCCC, [Li]CCCC. The product is C=CCN(C)CCCC(C)=CCCC(C)=CC(O)c1ccc(Br)cc1. RXN SMILES: [Br:1][c:2]1[cH:3][cH:4][c:5]([Br:6])[cH:7][cH:8]1.[CH2:14]([CH:15]=[CH2:16])[N:17]([CH2:18][CH2:19][CH2:20][C:21](=[CH:22][CH2:23][CH2:24][C:25](=[CH:26][CH:27]=[O:28])[CH3:29])[CH3:30])[CH3:31].[CH2:32]1[O:33][CH2:34][CH2:35][CH2:36]1.[CH3:37][CH2:38][CH2:39][CH2:40][CH2:41][CH3:42].[Li:9][CH2:10][CH2:11][CH2:12][CH3:13]>>[c:2]1([CH:27]([CH:26]=[C:25]([CH2:24][CH2:23][CH:22]=[C:21]([CH2:20][CH2:19][CH2:18][N:17]([CH2:14][CH:15]=[CH2:16])[CH3:31])[CH3:30])[CH3:29])[OH:28])[cH:3][cH:4][c:5]([Br:6])[cH:7][cH:8]1. Reactants: BrC=1C=C2C=NN=C(C2=CC1)Cl (6-Bromo-1-chlorophthalazine), C(C)(C)NC(=O)[C@@H]1NC(CC1)C ((R)-N-isopropyl-5-methylpyrrolidine-2-carboxamide), C([O-])([O-])=O.[Cs+].[Cs+] (cesium carbonate), C(C)#N (acetonitrile). Solvent: CCOC(=O)C (EtOAc). Reaction conditions: temperature 200 celsius. Product: BrC=1C=C2C=NN=C(C2=CC1)N1[C@H](CCC1C)C(=O)NC(C)C ((R)-1-(6-bromophthalazin-1-yl)-N-isopropyl-5-methylpyrrolidine-2-carboxamide). RXN SMILES: [Br:1][C:2]1[CH:3]=[C:4]2[C:9](=[CH:10][CH:11]=1)[C:8](Cl)=[N:7][N:6]=[CH:5]2.[CH:13]([NH:16][C:17]([C@H:19]1[CH2:23][CH2:22][CH:21]([CH3:24])[NH:20]1)=[O:18])([CH3:15])[CH3:14].C(=O)([O-])[O-].[Cs+].[Cs+].C(#N)C>CCOC(C)=O>[Br:1][C:2]1[CH:3]=[C:4]2[C:9](=[CH:10][CH:11]=1)[C:8]([N:20]1[CH:21]([CH3:24])[CH2:22][CH2:23][C@@H:19]1[C:17]([NH:16][CH:13]([CH3:15])[CH3:14])=[O:18])=[N:7][N:6]=[CH:5]2 |f:2.3.4|. Procedure details: 6-Bromo-1-chlorophthalazine (215 mg, 881 μmol), (R)-N-isopropyl-5-methylpyrrolidine-2-carboxamide (150 mg, 881 μmol), and cesium carbonate (1435 mg, 4405 μmol) were added to acetonitrile (4.4 mL) and heated in the microwave oven for 80 min at 200° C. The reaction was diluted with 75 mL of EtOAc, added to an addition funnel and partitioned with sodium bicarbonate (saturated, aqueous). The organic layer was washed 3× with 50 mL of sodium bicarbonate (saturated, aqueous), separated, dried over sodi... Reactants: CCOP(OCC)OCC, Cc1ccccc1, CC(C)(C)c1cnc(CCl)o1. Yields the product CCOP(=O)(Cc1ncc(C(C)(C)C)o1)OCC. As a reaction SMILES: [CH2:12]([CH3:13])[O:14][P:15]([O:16][CH2:17][CH3:18])[O:19][CH2:20][CH3:21].[CH3:22][c:23]1[cH:24][cH:25][cH:26][cH:27][cH:28]1.[Cl:1][CH2:2][c:3]1[o:4][c:5]([C:8]([CH3:9])([CH3:10])[CH3:11])[cH:6][n:7]1>>[CH2:2]([c:3]1[o:4][c:5]([C:8]([CH3:9])([CH3:10])[CH3:11])[cH:6][n:7]1)[P:15]([O:14][CH2:12][CH3:13])([O:16][CH2:17][CH3:18])=[O:19].